This data is from the Open Reaction Database (ORD), a public repository of structured organic reaction records. The task is: describe an organic reaction: reactants, conditions, products, and yield Starting materials: COC=1C=C(C=CC1OC)C(CCC(=O)N1C[C@H]2N(CC1)CCC2)=O (1-(3,4-dimethoxyphenyl)-4-((S)-hexahydropyrrolo[1,2-a]pyrazin-2-yl)butane-1,4-dione), C(C)(C)(C)OC(=O)N1C(CCCC1)C(=O)O (1-(tert-butoxycarbonyl)piperidine 2 carboxylic acid). Yields the product COC=1C=C(C=CC1OC)C(CCC(=O)N1CC2N(CC1)CCCC2)=O (1-(3,4-Dimethoxyphenyl)-4-(octahydropyrido[1,2-a]pyrazin-2-yl)butane-1,4-dione). RXN SMILES: [CH3:1][O:2][C:3]1[CH:4]=[C:5]([C:11](=[O:25])[CH2:12][CH2:13][C:14]([N:16]2[CH2:21][CH2:20][N:19]3[CH2:22][CH2:23][CH2:24][C@H:18]3[CH2:17]2)=[O:15])[CH:6]=[CH:7][C:8]=1[O:9][CH3:10].[C:26](OC(N1CCCCC1C(O)=O)=O)(C)(C)C>>[CH3:1][O:2][C:3]1[CH:4]=[C:5]([C:11](=[O:25])[CH2:12][CH2:13][C:14]([N:16]2[CH2:21][CH2:20][N:19]3[CH2:26][CH2:22][CH2:23][CH2:24][CH:18]3[CH2:17]2)=[O:15])[CH:6]=[CH:7][C:8]=1[O:9][CH3:10]. Reported procedure: 360 mg of the title compound were prepared as described for 1-(3,4-dimethoxyphenyl)-4-((S)-hexahydropyrrolo[1,2-a]pyrazin-2-yl)butane-1,4-dione, using 1-(tert-butoxycarbonyl)piperidine 2 carboxylic acid instead of BOC-protected proline. Starting materials: Cl.C(C)ON (Ethoxyamine hydrochloride), [OH-].[Na+] (sodium hydroxide), OC1=C(C(CC(C1)C=1C=C2CCCC2=CC1)=O)C(CC)=O (3-hydroxy-5-(5-indanyl)-2-propionylcyclohex-2-en-one). Run in C(C)O (ethanol). Run at time 4 hour. The product is C(C)ON=C(CC)C=1C(CC(CC1O)C=1C=C2CCCC2=CC1)=O (2-[1-(ethoxyimino)propyl]-3-hydroxy-5-(5-indanyl)-cyclohex-2-en-1-one). Isolated yield 94.7%. Reaction SMILES: Cl.[CH2:2]([O:4][NH2:5])[CH3:3].[OH-].[Na+].[OH:8][C:9]1[CH2:14][CH:13]([C:15]2[CH:16]=[C:17]3[C:21](=[CH:22][CH:23]=2)[CH2:20][CH2:19][CH2:18]3)[CH2:12][C:11](=[O:24])[C:10]=1[C:25](=O)[CH2:26][CH3:27]>C(O)C>[CH2:2]([O:4][N:5]=[C:25]([C:10]1[C:9](=[O:8])[CH2:14][CH:13]([C:15]2[CH:16]=[C:17]3[C:21](=[CH:22][CH:23]=2)[CH2:20][CH2:19][CH2:18]3)[CH2:12][C:11]=1[OH:24])[CH2:26][CH3:27])[CH3:3] |f:0.1,2.3|. Procedure details: Ethoxyamine hydrochloride (0.42 g; 4.1 mmole) and then aqueous 1% sodium hydroxide (17.0 ml) were added to a solution of 3-hydroxy-5-(5-indanyl)-2-propionylcyclohex-2-en-one (1.10 g; 3.87 mmole) in anhydrous absolute ethanol (200 ml). The mixture was stirred at room temperature for a period of 4 hours and then the ethanol was removed by evaporation under reduced pressure using a rotary evaporator. The residue was treated with dichloromethane and the organic phase was washed twice with dilute aqu... Reactants: C, CCOC(=O)c1ccc(-n2cc(C#N)c3ccc(OCc4ccccc4)cc32)cc1OCOC, CCOC(C)=O, CO, [Pd]. Yields the product CCOC(=O)c1ccc(-n2cc(C#N)c3ccc(O)cc32)cc1OCOC. As a reaction SMILES: [C:41].[CH2:1]([CH3:2])[O:3][C:4]([c:5]1[c:6]([O:30][CH2:31][O:32][CH3:33])[cH:7][c:8](-[n:11]2[cH:12][c:13]([C:28]#[N:29])[c:14]3[cH:15][cH:16][c:17]([O:20][CH2:21][c:22]4[cH:23][cH:24][cH:25][cH:26][cH:27]4)[cH:18][c:19]23)[cH:9][cH:10]1)=[O:34].[CH3:35][CH2:36][O:37][C:38](=[O:39])[CH3:40].[CH3:43][OH:44].[Pd:42]>>[CH2:1]([CH3:2])[O:3][C:4]([c:5]1[c:6]([O:30][CH2:31][O:32][CH3:33])[cH:7][c:8](-[n:11]2[cH:12][c:13]([C:28]#[N:29])[c:14]3[cH:15][cH:16][c:17]([OH:20])[cH:18][c:19]23)[cH:9][cH:10]1)=[O:34]. Starting materials: CO, C1=C(c2ccn3c(-c4ccnc(-c5ccccc5)c4)cnc3c2)CCNC1. Yields the product c1ccc(-c2cc(-c3cnc4cc(C5CCNCC5)ccn34)ccn2)cc1. RXN SMILES: [CH3:28][OH:29].[c:1]1(-[c:7]2[n:8][cH:9][cH:10][c:11](-[c:13]3[cH:14][n:15][c:16]4[n:17]3[cH:18][cH:19][c:20]([C:22]3=[CH:27][CH2:26][NH:25][CH2:24][CH2:23]3)[cH:21]4)[cH:12]2)[cH:2][cH:3][cH:4][cH:5][cH:6]1>>[c:1]1(-[c:7]2[n:8][cH:9][cH:10][c:11](-[c:13]3[cH:14][n:15][c:16]4[n:17]3[cH:18][cH:19][c:20]([CH:22]3[CH2:23][CH2:24][NH:25][CH2:26][CH2:27]3)[cH:21]4)[cH:12]2)[cH:2][cH:3][cH:4][cH:5][cH:6]1. Starting materials: C(C)(=O)NC1=C(C=C(C=C1)SCCCC)[N+](=O)[O-] (1-acetamido-4-n-butylthio-2-nitrobenzene), [OH-].[Na+] (NaOH). Solvent: C(C)O (ethanol). Yields the product NC1=C(C=C(C=C1)SCCCC)[N+](=O)[O-] (1-amino-4-n-butylthio-2-nitrobenzene). RXN SMILES: C([NH:4][C:5]1[CH:10]=[CH:9][C:8]([S:11][CH2:12][CH2:13][CH2:14][CH3:15])=[CH:7][C:6]=1[N+:16]([O-:18])=[O:17])(=O)C.[OH-].[Na+]>C(O)C>[NH2:4][C:5]1[CH:10]=[CH:9][C:8]([S:11][CH2:12][CH2:13][CH2:14][CH3:15])=[CH:7][C:6]=1[N+:16]([O-:18])=[O:17] |f:1.2|. Procedure: 3 G. of 1-acetamido-4-n-butylthio-2-nitrobenzene (prepared according to Example I) is hydrolyzed by treatment with 6 ml. 5N NaOH and 6 ml. ethanol on the steam bath for one hour. The mixture is concentrated and extracted with chloroform. Removal of the solvent leaves 1-amino-4-n-butylthio-2-nitrobenzene as a red oil. Starting materials: C1(CCCC1)=O (cyclopentanone), N[C@@H]1C(N[C@@H](CSCC2=C(C(OC1)=O)C=C(C=C2O[Si](C)(C)C(C)(C)C)O[Si](C)(C)C(C)(C)C)C(=O)OC)=O (methyl (4R, 7S)-7-amino-12, 14-bis (tert-butyldimethylsilyloxy)- 1,3,4,5,6,7,8,10-octahydro-6,10-dioxo-9,2,5-benzoxathiaazacyclododecine-4-carboxylate). The product is C1(CCCC1)N[C@@H]1C(N[C@@H](CSCC2=C(C(OC1)=O)C=C(C=C2O)O)C(=O)OC)=O (methyl (4R, 7S)-7-(cyclopentylamino)-1,3,4,5,6,7,8,10-octahydro-12,14-dihydroxy-6,10-dioxo-9,2,5-benzoxathiaazacyclododecine-4-carboxylate). RXN SMILES: [C:1]1(=O)[CH2:5][CH2:4][CH2:3][CH2:2]1.[NH2:7][C@H:8]1[CH2:19][O:18][C:17](=[O:20])[C:16]2[CH:21]=[C:22]([O:33][Si](C(C)(C)C)(C)C)[CH:23]=[C:24]([O:25][Si](C(C)(C)C)(C)C)[C:15]=2[CH2:14][S:13][CH2:12][C@@H:11]([C:41]([O:43][CH3:44])=[O:42])[NH:10][C:9]1=[O:45]>>[CH:1]1([NH:7][C@H:8]2[CH2:19][O:18][C:17](=[O:20])[C:16]3[CH:21]=[C:22]([OH:33])[CH:23]=[C:24]([OH:25])[C:15]=3[CH2:14][S:13][CH2:12][C@@H:11]([C:41]([O:43][CH3:44])=[O:42])[NH:10][C:9]2=[O:45])[CH2:5][CH2:4][CH2:3][CH2:2]1. Procedure: Operating in an analogues manner as described in Example 150, but replacing acetone by cyclopentanone, and using the product of Example 112 (a) as starting material, there was obtained methyl (4R, 7S)-7-(cyclopentylamino)-1,3,4,5,6,7,8,10-octahydro-12,14-dihydroxy-6,10-dioxo-9,2,5-benzoxathiaazacyclododecine-4-carboxylate. Starting materials: [BH4-], C1CCOC1, O=Cc1nnn(-c2cccc(Cl)c2)n1, [Li+]. Product: OCc1nnn(-c2cccc(Cl)c2)n1. As a reaction SMILES: [BH4-:15].[CH2:17]1[O:18][CH2:19][CH2:20][CH2:21]1.[Cl:1][c:2]1[cH:3][c:4](-[n:8]2[n:9][c:10]([CH:13]=[O:14])[n:11][n:12]2)[cH:5][cH:6][cH:7]1.[Li+:16]>>[Cl:1][c:2]1[cH:3][c:4](-[n:8]2[n:9][c:10]([CH2:13][OH:14])[n:11][n:12]2)[cH:5][cH:6][cH:7]1.